This data is from the Open Reaction Database (ORD), a public repository of structured organic reaction records. The task is: describe an organic reaction: reactants, conditions, products, and yield Reactants: C[O-], CO, CCCCCCCCC#CCC#CCCl, [Na+], O, O=C(O)CS. The product is CCCCCCCCC#CCC#CCSCC(=O)O. As a reaction SMILES: [CH3:1][O-:2].[CH3:25][OH:26].[Cl:9][CH2:10][C:11]#[C:12][CH2:13][C:14]#[C:15][CH2:16][CH2:17][CH2:18][CH2:19][CH2:20][CH2:21][CH2:22][CH3:23].[Na+:3].[OH2:24].[OH:4][C:5](=[O:6])[CH2:7][SH:8]>>[OH:4][C:5](=[O:6])[CH2:7][S:8][CH2:10][C:11]#[C:12][CH2:13][C:14]#[C:15][CH2:16][CH2:17][CH2:18][CH2:19][CH2:20][CH2:21][CH2:22][CH3:23]. Reactants: [H-].[Na+] (NaH), C(=C)C1=CC=C(C=CC2=CC=C(C=O)C=C2)C=C1 (4-(4′vinylstyryl)benzaldehyde), [Br-].C(C)(C)(C)C1=CC=C(C[P+](C2=CC=CC=C2)(C2=CC=CC=C2)C2=CC=CC=C2)C=C1 (4-tert-butylbenzyltriphenylphosphonium bromide). Run at time 24 hour. Product: C(C)(C)(C)C1=CC=C(C=CC2=CC=C(C=C2)C=CC2=CC=C(C=C2)C=C)C=C1 (1-(4′-tert-butylstyryl)-4-(4′-vinylstyryl)benzene). As a reaction SMILES: [H-].[Na+].[CH:3]([C:5]1[CH:20]=[CH:19][C:8]([CH:9]=[CH:10][C:11]2[CH:18]=[CH:17][C:14]([CH:15]=O)=[CH:13][CH:12]=2)=[CH:7][CH:6]=1)=[CH2:4].[Br-].[C:22]([C:26]1[CH:51]=[CH:50][C:29]([CH2:30][P+](C2C=CC=CC=2)(C2C=CC=CC=2)C2C=CC=CC=2)=[CH:28][CH:27]=1)([CH3:25])([CH3:24])[CH3:23]>>[C:22]([C:26]1[CH:27]=[CH:28][C:29]([CH:30]=[CH:15][C:14]2[CH:17]=[CH:18][C:11]([CH:10]=[CH:9][C:8]3[CH:7]=[CH:6][C:5]([CH:3]=[CH2:4])=[CH:20][CH:19]=3)=[CH:12][CH:13]=2)=[CH:50][CH:51]=1)([CH3:23])([CH3:24])[CH3:25] |f:0.1,3.4|. Reported procedure: Solid NaH (396 mg, 16.5 mmol) was added in small portions into a suspension of 4-(4′vinylstyryl)benzaldehyde (703 g, 3.0 mmol) and 4-tert-butylbenzyltriphenylphosphonium bromide (1.61 g, 3.3 mmol). The reaction mixture was stirred under nitrogen at room temperature for 24 hours. The reaction was quenched slowly with water, extracted with CHCl3, washed with brine, and the solvent was evaporated under reduced pressure to dryness. To the residue, 100 mL of dry toluene was added and evaporated to dr... The reactants are [Dy] (dysprosium), [Al] (aluminum), [O-2].[Dy+3].[O-2].[O-2].[Dy+3] (dysprosium oxide), [Al] (aluminum). Solvent: C(C)(C)O (isopropanol). The product is [O-2].[Dy+3].[O-2].[O-2].[Dy+3] (dysprosium oxide), [O-2].[Al+3].[O-2].[O-2].[Al+3] (aluminum oxide). Reaction SMILES: [O-2:1].[Dy+3:2].[O-2].[O-2].[Dy+3].[Al:6].[Dy]>C(O)(C)C>[O-2:1].[Dy+3:2].[O-2:1].[O-2:1].[Dy+3:2].[O-2:1].[Al+3:6].[O-2:1].[O-2:1].[Al+3:6] |f:0.1.2.3.4,8.9.10.11.12,13.14.15.16.17|. Reported procedure: A dysprosium oxide powder (Purity of 99.99%. Manufactured by Nippon Yttrium Co., Ltd.) and gamma aluminum (AKP-G15 manufactured by Sumitomo Chemical Co., Ltd.) were weighed so that a molar ratio of dysprosium to aluminum was 3:5, and mixed in isopropanol (WAKO JUNYAKU. Special Grade Chemical) with dispersing the powders by the application of ultrasonic wave, followed by removal of isopropanol by an evaporator and a vacuum dryer to obtain a mixed powder of dysprosium oxide and aluminum oxide. Thi... Reaction SMILES: Cl[C:2]1[C:7]2[CH:8]=[C:9]3[N:14]([C:6]=2[C:5]([CH3:15])=[N:4][N:3]=1)[CH:13]=[CH:12][CH:11]=[CH:10]3.[CH:16]12[CH2:24][CH2:23][CH:20]([CH2:21][CH2:22]1)[CH2:19][N:18]([CH2:25][CH2:26][CH2:27][NH2:28])[CH2:17]2>>[CH:20]12[CH2:23][CH2:24][CH:16]([CH2:22][CH2:21]1)[CH2:17][N:18]([CH2:25][CH2:26][CH2:27][NH:28][C:2]1[N:3]=[N:4][C:5]([CH3:15])=[C:6]3[N:14]4[C:9]([CH:10]=[CH:11][CH:12]=[CH:13]4)=[CH:8][C:7]=13)[CH2:19]2. Procedure details: Following the procedure of Example 1, reaction of one equivalent of 1-chloro-4-methylpyridazino[4,5-b]indolizine and 3 equivalents of 3-(3-azabicyclo[3.2.2]non-3-yl)propylamine at 150° C. overnight gave the title compound as the free base which was purified by chromatography (silica gel, 1:4 methanol:methylene chloride containing ammonium hydroxide) and converted to the dihydrochloride salt (ethanol/etheral HCl), mp 343° C. dec. The product is C12CN(CC(CC1)CC2)CCCNC=2N=NC(=C1C2C=C2C=CC=CN12)C (N-[3-(3-Azabicyclo[3.2.2]non-3-yl)propyl]-4-methylpyridazino[4,5-b]indolizin-1-amine). The reactants are ClC1=NN=C(C2=C1C=C1C=CC=CN21)C (1-chloro-4-methylpyridazino[4,5-b]indolizine), C12CN(CC(CC1)CC2)CCCN (3-(3-azabicyclo[3.2.2]non-3-yl)propylamine). Reactants: N1=C(C=CC=C1)C1=NNC(=N1)N (3-(pyridin-2-yl)-1H-1,2,4-triazol-5-amine), N1N=NC2=C1C=CC(=C2)C(CC(=O)OCC)=O (ethyl 3-(1H-1,2,3-benzotriazol-5-yl)-3-oxopropanoate), CC1=CC=C(C=C1)S(=O)(=O)O (4-methylbenzene-1-sulfonic acid). The solvent is C1(=CC=CC=C1)OC1=CC=CC=C1 (diphenyl ether). Conditions: temperature 170 celsius, time 1 hour. Product: N1N=NC2=C1C=CC(=C2)C=2NC=1N(C(C2)=O)N=C(N1)C1=NC=CC=C1 (5-(1H-benzo[d][1,2,3]triazol-5-yl)-2-(pyridin-2-yl)-[1,2,4]triazolo[1,5-α]pyrimidin-7(4H)-one). The yield is 19.5%. As a reaction SMILES: [N:1]1[CH:6]=[CH:5][CH:4]=[CH:3][C:2]=1[C:7]1[N:11]=[C:10]([NH2:12])[NH:9][N:8]=1.[NH:13]1[C:17]2[CH:18]=[CH:19][C:20]([C:22](=O)[CH2:23][C:24](OCC)=[O:25])=[CH:21][C:16]=2[N:15]=[N:14]1.CC1C=CC(S(O)(=O)=O)=CC=1>C1(OC2C=CC=CC=2)C=CC=CC=1>[NH:13]1[C:17]2[CH:18]=[CH:19][C:20]([C:22]3[NH:12][C:10]4[N:9]([N:8]=[C:7]([C:2]5[CH:3]=[CH:4][CH:5]=[CH:6][N:1]=5)[N:11]=4)[C:24](=[O:25])[CH:23]=3)=[CH:21][C:16]=2[N:15]=[N:14]1. Reported procedure: To a solution of 3-(pyridin-2-yl)-1H-1,2,4-triazol-5-amine (100 mg, 0.57 mmol) in diphenyl ether (3 ml) was added ethyl 3-(1H-1,2,3-benzotriazol-5-yl)-3-oxopropanoate (300 mg, 1.29 mmol) and 4-methylbenzene-1-sulfonic acid (5 mg, 0.02 mmol). After stirring 1 h at 170° C., the solids were collected by filtration, washed with ethyl acetate (2×10 ml), methanol (3×10 ml) and dried to give 5-(1H-benzo[d][1,2,3]triazol-5-yl)-2-(pyridin-2-yl)-[1,2,4]triazolo[1,5-α]pyrimidin-7(4H)-one as a off-white sol... Starting materials: C(CCC)[Li] (butyllithium), C(C#C)OC1OCCCC1 (2-tetrahydropyranyl propargyl ether), O (water), C(CCCCCCCCCCCCCCC)Br (palmityl bromide). Solvent: CCCCCC (hexane), O1CCCC1 (tetrahydrofuran). Conditions: time 30 minute. Yields the product O1C(CCCC1)OCC#CCCCCCCCCCCCCCCCC (2-Nonadecyn-1-yl 2-tetrahydropyranyl ether). The yield is 48.9%. As a reaction SMILES: C([Li])CCC.[CH2:6]([O:9][CH:10]1[CH2:15][CH2:14][CH2:13][CH2:12][O:11]1)[C:7]#[CH:8].[CH2:16](Br)[CH2:17][CH2:18][CH2:19][CH2:20][CH2:21][CH2:22][CH2:23][CH2:24][CH2:25][CH2:26][CH2:27][CH2:28][CH2:29][CH2:30][CH3:31].O>CCCCCC.O1CCCC1>[O:11]1[CH2:12][CH2:13][CH2:14][CH2:15][CH:10]1[O:9][CH2:6][C:7]#[C:8][CH2:31][CH2:30][CH2:29][CH2:28][CH2:27][CH2:26][CH2:25][CH2:24][CH2:23][CH2:22][CH2:21][CH2:20][CH2:19][CH2:18][CH2:17][CH3:16]. Reported procedure: 50 ml of a 15% by weight solution of butyllithium in hexane was added dropwise at -50° C. to a solution of 11.48 g of 2-tetrahydropyranyl propargyl ether in 220 ml of tetrahydrofuran followed by 25 g of palmityl bromide, and the mixture was stirred for 30 minutes, during which time the temperature of the mixture was allowed to rise to room temperature. The reaction mixture was heated under reflux for 16 hours, poured into water and then extracted twice with diethyl ether. The combined extracts w... Reactants: C(C)OC(=O)C=1C=NN(C1S(=O)(=O)N)C (4-ethoxycarbonyl-1-methylpyrazole-5-sulfonamide), C([O-])([O-])=O.[K+].[K+] (potassium carbonate), C(CCC)N=C=O (n-butyl isocyanate). The solvent is CC(=O)C (acetone), CC(=O)C (acetone). Yields the product C(CCC)NC(=O)NS(=O)(=O)C1=C(C=NN1C)C(=O)OCC (N-(n-butylcarbamoyl)-4-ethoxycarbonyl-1-methylpyrazole-5-sulfonamide). The yield is 71.6%. As a reaction SMILES: [CH2:1]([O:3][C:4]([C:6]1[CH:7]=[N:8][N:9]([CH3:15])[C:10]=1[S:11]([NH2:14])(=[O:13])=[O:12])=[O:5])[CH3:2].C(=O)([O-])[O-].[K+].[K+].[CH2:22]([N:26]=[C:27]=[O:28])[CH2:23][CH2:24][CH3:25]>CC(C)=O>[CH2:22]([NH:26][C:27]([NH:14][S:11]([C:10]1[N:9]([CH3:15])[N:8]=[CH:7][C:6]=1[C:4]([O:3][CH2:1][CH3:2])=[O:5])(=[O:13])=[O:12])=[O:28])[CH2:23][CH2:24][CH3:25] |f:1.2.3|. Reported procedure: To a mixture of 5.0 g of4-ethoxycarbonyl-1-methylpyrazole-5-sulfonamide(Reference example 25), 4.45 g of dry potassium carbonate and 50 ml of acetone was added 2.13 g of n-butyl isocyanate at room temperature, and the mixture was stirred under reflux for 3 hours. After the reaction, acetone was evaporated under reduced pressure, and ice-water was added to the residue, followed by filtration of the insolubles. The filtrate was made acidic with hydrochloric acid and the crystals precipitated were ...